From a dataset of the Open Reaction Database (ORD), a public repository of structured organic reaction records. describe an organic reaction: reactants, conditions, products, and yield Reactants: Cn1nccc1[Sn](C)(C)C, Cc1ccccc1C, Cc1ccccc1, Clc1ccnc2cc(I)sc12, c1ccc(P(c2ccccc2)(c2ccccc2)[Pd](P(c2ccccc2)(c2ccccc2)c2ccccc2)(P(c2ccccc2)(c2ccccc2)c2ccccc2)P(c2ccccc2)(c2ccccc2)c2ccccc2)cc1. Product: Cn1nccc1-c1cc2nccc(Cl)c2s1. RXN SMILES: [CH3:1][n:2]1[n:3][cH:4][cH:5][c:6]1[Sn:7]([CH3:8])([CH3:9])[CH3:10].[CH3:22][c:23]1[c:24]([CH3:25])[cH:26][cH:27][cH:28][cH:29]1.[CH3:30][c:31]1[cH:32][cH:33][cH:34][cH:35][cH:36]1.[Cl:11][c:12]1[c:13]2[c:14]([n:15][cH:16][cH:17]1)[cH:18][c:19]([I:21])[s:20]2.[cH:37]1[cH:38][cH:39][c:40]([P:41]([Pd:42]([P:43]([c:44]2[cH:45][cH:46][cH:47][cH:48][cH:49]2)([c:50]2[cH:51][cH:52][cH:53][cH:54][cH:55]2)[c:56]2[cH:57][cH:58][cH:59][cH:60][cH:61]2)([P:62]([c:63]2[cH:64][cH:65][cH:66][cH:67][cH:68]2)([c:69]2[cH:70][cH:71][cH:72][cH:73][cH:74]2)[c:75]2[cH:76][cH:77][cH:78][cH:79][cH:80]2)[P:81]([c:82]2[cH:83][cH:84][cH:85][cH:86][cH:87]2)([c:88]2[cH:89][cH:90][cH:91][cH:92][cH:93]2)[c:94]2[cH:95][cH:96][cH:97][cH:98][cH:99]2)([c:100]2[cH:101][cH:102][cH:103][cH:104][cH:105]2)[c:106]2[cH:107][cH:108][cH:109][cH:110][cH:111]2)[cH:112][cH:113]1>>[CH3:1][n:2]1[n:3][cH:4][cH:5][c:6]1-[c:19]1[cH:18][c:14]2[c:13]([c:12]([Cl:11])[cH:17][cH:16][n:15]2)[s:20]1.